From a dataset of the Open Reaction Database (ORD), a public repository of structured organic reaction records. describe an organic reaction: reactants, conditions, products, and yield The reactants are solution, FC1=CC=C(C=C1)CC(=O)N=C=S (2-(4-fluorophenyl)acetyl isothiocyanate), NC1=CC=C(OC2=CC(=NC=C2)NC(=O)N2CCN(CC2)CCN2CCC2)C=C1 (4-[2-(Azetidin-1-yl)ethyl]piperazine-1-carboxylic acid [4-(4-aminophenoxy)pyridin-2-yl]amide), [C@]12(C(=O)CC(CC1)C2(C)C)CS(=O)(=O)O ((S)-(+)-10-camphorsulfonic acid), C(C)OCC (diethyl ether). Run in C1(=CC=CC=C1)C (toluene), C(C)O (ethanol), CCCCCC (hexane). Reaction conditions: time 5 minute. Product: FC1=CC=C(C=C1)CC(=O)NC(NC1=CC=C(OC2=CC(=NC=C2)NC(=O)N2CCN(CC2)CCN2CCC2)C=C1)=S (4-[2-(Azetidin-1-yl)ethyl]piperazine-1-carboxylic acid [4-(4-{3-[2-(4-fluorophenyl)acetyl]thioureido}phenoxy)pyridin-2-yl]amide). Yield: 36.2%. RXN SMILES: [NH2:1][C:2]1[CH:29]=[CH:28][C:5]([O:6][C:7]2[CH:12]=[CH:11][N:10]=[C:9]([NH:13][C:14]([N:16]3[CH2:21][CH2:20][N:19]([CH2:22][CH2:23][N:24]4[CH2:27][CH2:26][CH2:25]4)[CH2:18][CH2:17]3)=[O:15])[CH:8]=2)=[CH:4][CH:3]=1.[C@]12(CS(O)(=O)=O)C(C)(C)C(CC1)CC2=O.[F:45][C:46]1[CH:51]=[CH:50][C:49]([CH2:52][C:53]([N:55]=[C:56]=[S:57])=[O:54])=[CH:48][CH:47]=1.C(OCC)C>C(O)C.C1(C)C=CC=CC=1.CCCCCC>[F:45][C:46]1[CH:47]=[CH:48][C:49]([CH2:52][C:53]([NH:55][C:56](=[S:57])[NH:1][C:2]2[CH:3]=[CH:4][C:5]([O:6][C:7]3[CH:12]=[CH:11][N:10]=[C:9]([NH:13][C:14]([N:16]4[CH2:21][CH2:20][N:19]([CH2:22][CH2:23][N:24]5[CH2:27][CH2:26][CH2:25]5)[CH2:18][CH2:17]4)=[O:15])[CH:8]=3)=[CH:28][CH:29]=2)=[O:54])=[CH:50][CH:51]=1. Reported procedure: 4-[2-(Azetidin-1-yl)ethyl]piperazine-1-carboxylic acid [4-(4-aminophenoxy)pyridin-2-yl]amide (63 mg) was dissolved in ethanol (1.5 ml) under a nitrogen atmosphere, and then (S)-(+)-10-camphorsulfonic acid (111 mg) was added thereto, followed by stirring for 5 min. A 0.25 M solution of 2-(4-fluorophenyl)acetyl isothiocyanate in toluene (0.954 ml) was added thereto, followed by stirring for 13.5 hrs. The reaction mixture was partitioned between ethyl acetate (50 ml) and a saturated aqueous solutio... Reactants: CI, O=Cc1cccc(O)c1Cl, [K+], [K+], O=C([O-])[O-], CN(C)C=O. The product is COc1cccc(C=O)c1Cl. RXN SMILES: [CH3:17][I:18].[Cl:1][c:2]1[c:3]([CH:4]=[O:5])[cH:6][cH:7][cH:8][c:9]1[OH:10].[K+:11].[K+:12].[O-:13][C:14]([O-:15])=[O:16].[O:19]=[CH:20][N:21]([CH3:22])[CH3:23]>>[Cl:1][c:2]1[c:3]([CH:4]=[O:5])[cH:6][cH:7][cH:8][c:9]1[O:10][CH3:14]. Starting materials: C1(=CC=CC=C1)C(=O)C1OC1C1=CC=CC=C1 (Phenyl(3-phenyloxiran-2-yl)methanone), B(F)(F)F.CCOCC (Boron trifluoride diethyl etherate). Solvent: CCOCC (Et2O). Run at temperature 50 celsius. The product is O=C(C(C=O)C1=CC=CC=C1)C1=CC=CC=C1 (3-oxo-2,3-diphenylpropanal). Reaction SMILES: [C:1]1([C:7]([CH:9]2[CH:11]([C:12]3[CH:17]=[CH:16][CH:15]=[CH:14][CH:13]=3)[O:10]2)=O)[CH:6]=[CH:5][CH:4]=[CH:3]C=1.B(F)(F)F.C[CH2:23][O:24]CC>CCOCC>[O:10]=[C:9]([C:7]1[CH:3]=[CH:4][CH:5]=[CH:6][CH:1]=1)[CH:11]([C:12]1[CH:13]=[CH:14][CH:15]=[CH:16][CH:17]=1)[CH:23]=[O:24] |f:1.2|. Procedure details: Phenyl(3-phenyloxiran-2-yl)methanone (5.0 g, 22.3 mmol) was suspended in dry Et2O (40 mL) under an argon balloon. Boron trifluoride diethyl etherate (3.00 mL, 23.7 mmol) was added slowly via syringe. The reaction was refluxed at 50° C. for an hour, then cooled and extracted with 60 mL each of H2O and Et2O/EtOAc. The aqueous layer was extracted again with EtOAc (60 mL). The combined organic layer was dried and concentrated to give 3-oxo-2,3-diphenylpropanal.